From a dataset of the Open Reaction Database (ORD), a public repository of structured organic reaction records. describe an organic reaction: reactants, conditions, products, and yield Reactants: C1(OCC2C3CCC(C12)C3)=O (hexahydro-4,7-methano-iso-benzofuran-1(3H)-one), sodium bis-(2-methoxy-ethoxy)-dihydridoaluminate, CO (methanol). The solvent is C1(=CC=CC=C1)C (toluene), [Cl-].[Na+] (sodium chloride), C1(=CC=CC=C1)C (toluene). Reaction conditions: time 6 hour. Yields the product OC1OCC2C3CCC(C12)C3 (1-hydroxyoctahydro-4,7-methano-iso-benzofuran). Isolated yield 97.6%. Reaction SMILES: [C:1]1(=[O:11])[CH:9]2[CH:4]([CH:5]3[CH2:10][CH:8]2[CH2:7][CH2:6]3)[CH2:3][O:2]1.CO>C1(C)C=CC=CC=1.[Cl-].[Na+]>[OH:11][CH:1]1[CH:9]2[CH:4]([CH:5]3[CH2:10][CH:8]2[CH2:7][CH2:6]3)[CH2:3][O:2]1 |f:3.4|. Procedure details: 30.4 g (0.2 mole) of hexahydro-4,7-methano-iso-benzofuran-1(3H)-one are introduced into 800 ml of absolute toluene, under an inert gas, and 84.8 ml (0.3 mole) of sodium bis-(2-methoxy-ethoxy)-dihydridoaluminate (70% strength solution in toluene), diluted with 200 ml of absolute toluene, are allowed to run in at -70° to -78° C. The mixture is stirred at -70° to -78° C. for 6 hours. Thereafter, 580 ml of 50% strength aqueous methanol are added dropwise at -70° C. and the mixture is subsequently st... Starting materials: CS(C)=O, Cc1ccc(OC(=O)c2cc(Cl)c(F)cc2F)cc1, CC(Oc1ncc(O)cc1Cl)C(F)(F)F, [K+], [K+], O=C([O-])[O-]. Yields the product Cc1ccc(OC(=O)c2cc(Cl)c(Oc3cnc(OC(C)C(F)(F)F)c(Cl)c3)cc2F)cc1. Reaction SMILES: [CH3:41][S:42]([CH3:43])=[O:44].[Cl:16][c:17]1[c:18]([F:34])[cH:19][c:20]([F:33])[c:21]([C:22](=[O:23])[O:24][c:25]2[cH:26][cH:27][c:28]([CH3:31])[cH:29][cH:30]2)[cH:32]1.[Cl:1][c:2]1[cH:3][c:4]([OH:15])[cH:5][n:6][c:7]1[O:8][CH:9]([C:10]([F:11])([F:12])[F:13])[CH3:14].[K+:35].[K+:36].[O-:37][C:38]([O-:39])=[O:40]>>[Cl:1][c:2]1[cH:3][c:4]([O:15][c:18]2[c:17]([Cl:16])[cH:32][c:21]([C:22](=[O:23])[O:24][c:25]3[cH:26][cH:27][c:28]([CH3:31])[cH:29][cH:30]3)[c:20]([F:33])[cH:19]2)[cH:5][n:6][c:7]1[O:8][CH:9]([C:10]([F:11])([F:12])[F:13])[CH3:14]. Reactants: CC1=C(C(CCC1)(C)C)/C=C/C(=C/C=C/C(=C/CO)/C)/C (All-trans retinol), retinoids, CS(=O)C (DMSO), butylated hydroxytoluene, CC1=C(C(CCC1)(C)C)/C=C/C(=C/C=C/C(=C/C=O)/C)/C (all-trans retinal), CC1=C(C(CCC1)(C)C)/C=C/C(=C/C=C/C(=C/C(=O)O)/C)/C (all-trans retinoic acid). The solvent is CO (methanol). Yields the product CC\1=CCCC(/C1=C/C=C(\C)/C=C/C=C(\C)/C(CO)O)(C)C (14-Hydroxy-retro-retinol). As a reaction SMILES: [CH3:1][C:2]1[CH2:7][CH2:6][CH2:5][C:4]([CH3:9])([CH3:8])[C:3]=1/[CH:10]=[CH:11]/[C:12](/[CH3:21])=[CH:13]/[CH:14]=[CH:15]/[C:16](/[CH3:20])=[CH:17]/[CH2:18][OH:19].CC1CCCC(C)(C)C=1/C=C/C(/C)=C/C=C/C(/C)=C/C=[O:40].CC1CCCC(C)(C)C=1/C=C/C(/C)=C/C=C/C(/C)=C/C(O)=O.CS(C)=O>CO>[CH3:1][C:2]1=[CH:7][CH2:6][CH2:5][C:4]([CH3:8])([CH3:9])/[C:3]/1=[CH:10]/[CH:11]=[C:12](/[CH:13]=[CH:14]/[CH:15]=[C:16](/[CH:17]([OH:40])[CH2:18][OH:19])\[CH3:20])\[CH3:21]. Procedure details: All-trans retinol, all-trans retinal and all-trans retinoic acid were purchased from Sigma Chemical Co. (St. Louis, Mo.). The retinoids were dissolved at a concentration of 3×10-2M in methanol or DMSO with 10-4M butylated hydroxytoluene (Sigma Chemical Co.) added and stored in the dark at -20° C. in a nitrogen atmosphere. Immediately before use, the stock solutions were diluted in serum-free medium. 14-Hydroxy-retro-retinol (14HRR) was isolated from the pellets of HeLa cells fed with retinol by ... The reactants are C1(\C=C/C(=O)O1)=O (maleic anhydride), N (NH3), N (NH3), C1(\C=C/C(=O)O1)=O (maleic anhydride). The solvent is O (water). Product: C1(C=CC(N1)=O)=O.C=CC1=CC=CC=C1 (Styrene Maleimide). As a reaction SMILES: [C:1]1(=[O:7])O[C:4](=[O:5])[CH:3]=[CH:2]1.[NH3:8]>O>[C:1]1(=[O:7])[NH:8][C:4](=[O:5])[CH:3]=[CH:2]1.[CH2:1]=[CH:2][C:3]1[CH:4]=[CH:4][CH:3]=[CH:2][CH:1]=1 |f:3.4|. Reported procedure: To a 1 liter double walled, oil heated autoclave, having an anchor stirrer 225 g of SMA and 334.4 g of water were added. The SMA had a maleic anhydride content of 26 mole % and a molecular weight of 80.000 g/mole. To this reaction mixture was added 150 g of palm oil (from Cargill, USA) and 40.6 g of a 25% NH3 solution so that the maleic anhydride (MA):NH3 ratio was about 1:1. Reactants: COC(C1=C(C(=CC(=C1)Cl)[N+](=O)[O-])O)=O (5-Chloro-2-hydroxy-3-nitro-benzoic acid methyl ester), C(C)(=O)O (acetic acid). Reagents/catalysts: [Fe] (iron). Run in CO (methanol). The product is COC(C1=C(C(=CC(=C1)Cl)N)O)=O (3-Amino-5-chloro-2-hydroxy-benzoic acid methyl ester). Reaction SMILES: [CH3:1][O:2][C:3](=[O:15])[C:4]1[CH:9]=[C:8]([Cl:10])[CH:7]=[C:6]([N+:11]([O-])=O)[C:5]=1[OH:14].C(O)(=O)C>CO.[Fe]>[CH3:1][O:2][C:3](=[O:15])[C:4]1[CH:9]=[C:8]([Cl:10])[CH:7]=[C:6]([NH2:11])[C:5]=1[OH:14]. Reported procedure: 5-Chloro-2-hydroxy-3-nitro-benzoic acid methyl ester 1 g (4.31 mmol) is dissolved in methanol (30 mL) and acetic acid (30 mL) and then iron powder is added (4.8 g, 86 mmol) at room temperature. The resulting suspension is stirred and heated to reflux for 1 hour. The reaction is allowed to cool to room temperature and then gravity filtered though a pad of celite. The celite cake is washed 3× with ethyl acetate (50 mL) and then the combined washings evaporated in vacuo. The oil is then taken up in... The reactants are CN(S(=O)(=O)C)C1CCNCC1 (N-Methyl-N-piperidin-4-yl-methanesulfonamide), C(C)(C)(C)C1=CC(=C(C=N1)C=1N([C@]([C@](N1)(C)C1=CC=C(C=C1)Cl)(C)C1=CC=C(C=C1)Cl)C(=O)Cl)OCC ((4S,5R)-2-(6-tert-Butyl-4-ethoxy-pyridin-3-yl)-4,5-bis-(4-chloro-phenyl)-4,5-dimethyl-4,5-dihydro-imidazole-1-carbonyl chloride). Yields the product C(C)(C)(C)C1=CC(=C(C=N1)C=1N([C@]([C@](N1)(C)C1=CC=C(C=C1)Cl)(C)C1=CC=C(C=C1)Cl)C(=O)N1CCC(CC1)N(S(=O)(=O)C)C)OCC (N-{1-[(4S,5R)-2-(6-tert-Butyl-4-ethoxy-pyridin-3-yl)-4,5-bis-(4-chloro-phenyl)-4,5-dimethyl-4,5-dihydro-imidazole-1-carbonyl]-piperidin-4-yl}-N-methyl-methanesulfonamide). Reaction SMILES: [CH3:1][N:2]([CH:7]1[CH2:12][CH2:11][NH:10][CH2:9][CH2:8]1)[S:3]([CH3:6])(=[O:5])=[O:4].[C:13]([C:17]1[N:22]=[CH:21][C:20]([C:23]2[N:24]([C:44](Cl)=[O:45])[C@@:25]([C:37]3[CH:42]=[CH:41][C:40]([Cl:43])=[CH:39][CH:38]=3)([CH3:36])[C@@:26]([C:29]3[CH:34]=[CH:33][C:32]([Cl:35])=[CH:31][CH:30]=3)([CH3:28])[N:27]=2)=[C:19]([O:47][CH2:48][CH3:49])[CH:18]=1)([CH3:16])([CH3:15])[CH3:14]>>[C:13]([C:17]1[N:22]=[CH:21][C:20]([C:23]2[N:24]([C:44]([N:10]3[CH2:9][CH2:8][CH:7]([N:2]([CH3:1])[S:3]([CH3:6])(=[O:5])=[O:4])[CH2:12][CH2:11]3)=[O:45])[C@@:25]([C:37]3[CH:38]=[CH:39][C:40]([Cl:43])=[CH:41][CH:42]=3)([CH3:36])[C@@:26]([C:29]3[CH:30]=[CH:31][C:32]([Cl:35])=[CH:33][CH:34]=3)([CH3:28])[N:27]=2)=[C:19]([O:47][CH2:48][CH3:49])[CH:18]=1)([CH3:14])([CH3:15])[CH3:16]. Procedure details: In a manner analogous to the method described in example 8, N-Methyl-N-piperidin-4-yl-methanesulfonamide from above was reacted with (4S,5R)-2-(6-tert-Butyl-4-ethoxy-pyridin-3-yl)-4,5-bis-(4-chloro-phenyl)-4,5-dimethyl-4,5-dihydro-imidazole-1-carbonyl chloride (example 51) to give the title compound. HR-MS (ES, m/z) calculated for C36H46Cl2N5O4S [(M+H)+] 714.2642, observed 714.2636. Starting materials: C(C)(C)(C)C=1NC(=C(N1)N=O)C1=CC=C(C=C1)C (2-tert-Butyl-4-nitroso-5-p-tolyl-1H-imidazole), CO (MeOH). Reagents/catalysts: [Pd] (Pd/C). Solvent: CCO (EtOH), C(Cl)Cl (DCM). Conditions: time 2 hour. Yields the product C(C)(C)(C)C=1NC(=C(N1)N)C1=CC=C(C=C1)C (2-tert-Butyl-5-p-tolyl-1H-imidazol-4-ylamine). The yield is 68.1%. RXN SMILES: [C:1]([C:5]1[NH:6][C:7]([C:12]2[CH:17]=[CH:16][C:15]([CH3:18])=[CH:14][CH:13]=2)=[C:8]([N:10]=O)[N:9]=1)([CH3:4])([CH3:3])[CH3:2].CO>CCO.C(Cl)Cl.[Pd]>[C:1]([C:5]1[NH:6][C:7]([C:12]2[CH:13]=[CH:14][C:15]([CH3:18])=[CH:16][CH:17]=2)=[C:8]([NH2:10])[N:9]=1)([CH3:4])([CH3:3])[CH3:2]. Procedure: A suspension of Intermediate 51b (150 mg, 0.617 mmol) and Pd/C (10%, 15 mg) in EtOH (10 mL) was stirred at RT under H2 for 2 h. The flask was evacuated and purged with N2 thrice, then the mixture filtered through Celite, and the filter-cake washed with EtOH (10 mL). The combined organics were concentrated in vacuo to leave a red-brown gum. FCC, using 1-6% MeOH in DCM, gave the title compound as a yellow-orange gum (96.3 mg, 68%). LCMS (Method 3): Rt 2.26 min, ink 230 [MH+]. Starting materials: P(O)(O)(O)=O (phosphoric acid), CC(=CC=O)C (3-Methyl-2-butenal), C(C)O (ethanol), C(OCC)(OCC)OCC (triethyl orthoformate), P(O)(O)(O)=O (phosphoric acid). Run in CCOCC (ether). The product is C(C)OC(C=C(C)C)OCC (3-methyl-2-butenal diethyl acetal). Yield: 65.0%. As a reaction SMILES: P(=O)(O)(O)O.[CH3:6][C:7]([CH3:11])=[CH:8]C=O.C(O)C.[CH:15]([O:22][CH2:23][CH3:24])([O:19][CH2:20][CH3:21])OCC>CCOCC>[CH2:23]([O:22][CH:15]([O:19][CH2:20][CH3:21])[CH:6]=[C:7]([CH3:11])[CH3:8])[CH3:24]. Procedure details: Bull. Soc. Fr. 1965, 1007-1014 discloses the use of phosphoric acid. 3-Methyl-2-butenal is stirred with ethanol, triethyl orthoformate and phosphoric acid at room temperature for 40 hours. The reaction mixture is then taken up in ether, washed with 0.5 N aqueous ammonia and dried over sodium sulfate. Subsequent distillation affords 3-methyl-2-butenal diethyl acetal in a yield of 65%. The reactants are C(C)OC(C(C(C)CCCCCCOC1=CC(=CC(=C1)C=1C(N(C(N(C1)C)=O)C)=O)Br)OC1=C(C=CC=C1)CCC(=O)OCC)=O (3-{6-[3-bromo-5-(1,3-dimethyl-2,4-dioxo-1,2,3,4-tetrahydro-pyrimidin-5-yl)-phenoxy]-hexyl}-(2-(2-ethoxycarbonyl-ethyl)-phenoxy)-butyric acid ethyl ester), C1(=CC=CC=C1)B(O)O (phenylboronic acid). Product: C(C)OC(C(C(C)CCCCCCOC=1C=C(C=C(C1)C=1C(N(C(N(C1)C)=O)C)=O)C1=CC=CC=C1)OC1=C(C=CC=C1)CCC(=O)OCC)=O (3-{6-[5-(1,3-dimethyl-2,4-dioxo-1,2,3,4-tetrahydro-pyrimidin-5-yl)-biphenyl-3-yloxy]-hexyl}-(2-(2-ethoxycarbonyl-ethyl)-phenoxy)-butyric acid ethyl ester). The yield is 28.6%. As a reaction SMILES: [CH2:1]([O:3][C:4](=[O:46])[CH:5]([O:32][C:33]1[CH:38]=[CH:37][CH:36]=[CH:35][C:34]=1[CH2:39][CH2:40][C:41]([O:43][CH2:44][CH3:45])=[O:42])[CH:6]([CH2:8][CH2:9][CH2:10][CH2:11][CH2:12][CH2:13][O:14][C:15]1[CH:20]=[C:19]([C:21]2[C:22](=[O:30])[N:23]([CH3:29])[C:24](=[O:28])[N:25]([CH3:27])[CH:26]=2)[CH:18]=[C:17](Br)[CH:16]=1)[CH3:7])[CH3:2].[C:47]1(B(O)O)[CH:52]=[CH:51][CH:50]=[CH:49][CH:48]=1>>[CH2:1]([O:3][C:4](=[O:46])[CH:5]([O:32][C:33]1[CH:38]=[CH:37][CH:36]=[CH:35][C:34]=1[CH2:39][CH2:40][C:41]([O:43][CH2:44][CH3:45])=[O:42])[CH:6]([CH2:8][CH2:9][CH2:10][CH2:11][CH2:12][CH2:13][O:14][C:15]1[CH:16]=[C:17]([C:47]2[CH:52]=[CH:51][CH:50]=[CH:49][CH:48]=2)[CH:18]=[C:19]([C:21]2[C:22](=[O:30])[N:23]([CH3:29])[C:24](=[O:28])[N:25]([CH3:27])[CH:26]=2)[CH:20]=1)[CH3:7])[CH3:2]. Procedure: A similar procedure as described in Example 1, step 2 was used, starting from 4-[3-{6-[3-bromo-5-(1,3-dimethyl-2,4-dioxo-1,2,3,4-tetrahydro-pyrimidin-5-yl)-phenoxy]-hexyl}-(2-(2-ethoxycarbonyl-ethyl)-phenoxy)-butyric acid ethyl ester (27 mg, 0.04 mmol) and phenylboronic acid (23 mg, 0.19 mmol) to obtain 4-[3-{6-[5-(1,3-dimethyl-2,4-dioxo-1,2,3,4-tetrahydro-pyrimidin-5-yl)-biphenyl-3-yloxy]-hexyl}-(2-(2-ethoxycarbonyl-ethyl)-phenoxy)-butyric acid ethyl ester (8 mg, 30%) as a light yellow oil: ES(... Reaction SMILES: [C:1]([CH3:2])([CH3:3])([CH3:4])[O:5][C:6](=[O:7])[N:8]1[C:9]([CH3:36])([CH3:37])[O:10][CH:11]([CH3:35])[CH:12]1[CH2:13][CH2:14][c:15]1[cH:16][cH:17][c:18]([N:21]=[C:22]([c:23]2[cH:24][cH:25][cH:26][cH:27][cH:28]2)[c:29]2[cH:30][cH:31][cH:32][cH:33][cH:34]2)[cH:19][cH:20]1.[CH3:42][OH:43].[CH:38]([O-:39])=[O:40].[NH4+:41]>>[C:1]([CH3:2])([CH3:3])([CH3:4])[O:5][C:6](=[O:7])[N:8]1[C:9]([CH3:36])([CH3:37])[O:10][CH:11]([CH3:35])[CH:12]1[CH2:13][CH2:14][c:15]1[cH:16][cH:17][c:18]([NH2:21])[cH:19][cH:20]1. The reactants are CC1OC(C)(C)N(C(=O)OC(C)(C)C)C1CCc1ccc(N=C(c2ccccc2)c2ccccc2)cc1, CO, O=C[O-], [NH4+]. Yields the product CC1OC(C)(C)N(C(=O)OC(C)(C)C)C1CCc1ccc(N)cc1.